Dataset: the Open Reaction Database (ORD), a public repository of structured organic reaction records. Task: describe an organic reaction: reactants, conditions, products, and yield The reactants are BrC1=CC(=C(C(=O)O)C=C1)F (4-bromo-2-fluorobenzoic acid), IC (iodomethane), C(O)([O-])=O.[Na+] (sodium hydrogencarbonate). Run in CN(C)C=O (DMF). Reaction conditions: time 18 hour. The product is BrC1=CC(=C(C(=O)OC)C=C1)F (methyl 4-bromo-2-fluorobenzoate). As a reaction SMILES: [Br:1][C:2]1[CH:10]=[CH:9][C:5]([C:6]([OH:8])=[O:7])=[C:4]([F:11])[CH:3]=1.IC.[C:14](=O)([O-])O.[Na+]>CN(C=O)C>[Br:1][C:2]1[CH:10]=[CH:9][C:5]([C:6]([O:8][CH3:14])=[O:7])=[C:4]([F:11])[CH:3]=1 |f:2.3|. Reported procedure: To a solution of 4-bromo-2-fluorobenzoic acid (30.8 g) in DMF (150 mL) was added iodomethane (17.5 mL) and powdered sodium hydrogencarbonate (23.5 g). The mixture was stirred for 18 hours and partitioned between ethyl acetate and brine. The organic phase was isolated, washed with dilute sodium bisulfite solution and brine and concentrated. The concentrate was flash chromatographed on silica gel with 7-20% ethyl acetate/hexanes. Reactants: CC#N, C#CCCCCCCCCCC, O=Cc1cc(Br)cc(C=O)c1O, [Cu]I. Product: CCCCCCCCCCC#Cc1cc(C=O)c(O)c(C=O)c1. RXN SMILES: [CH3:25][C:26]#[N:27].[CH:13]#[C:14][CH2:15][CH2:16][CH2:17][CH2:18][CH2:19][CH2:20][CH2:21][CH2:22][CH2:23][CH3:24].[CH:1](=[O:2])[c:3]1[c:4]([OH:12])[c:5]([CH:10]=[O:11])[cH:6][c:7]([Br:9])[cH:8]1.[Cu:28][I:29]>>[CH:1](=[O:2])[c:3]1[c:4]([OH:12])[c:5]([CH:10]=[O:11])[cH:6][c:7]([C:13]#[C:14][CH2:15][CH2:16][CH2:17][CH2:18][CH2:19][CH2:20][CH2:21][CH2:22][CH2:23][CH3:24])[cH:8]1. Reactants: ClCl (chlorine), C22H20ClF3N4O2, FC(C=1C=C(C(=O)O)C=CC1C(=O)N1CCCC1)(F)F (3-trifluoromethyl-4-(pyrrolidin-1-ylcarbonyl)benzoic acid), CN(C)C(=[N+](C)C)ON1C2=C(C=CC=C2)N=N1.[B-](F)(F)(F)F (TBTU), C(C)(C)N(CC)C(C)C (diisopropylethylamine), ClC1=CC2=C(NC(=N2)C(C)N)C=C1 (rac.-1-(5-chloro-1H-benzimidazol-2-yl)ethylamine). Solvent: C(Cl)Cl.C(C)O (methylene chloride ethanol), O1CCCC1 (tetrahydrofuran). Yields the product ClC1=CC2=C(NC(=N2)C(C)NC(C2=CC(=C(C=C2)C(=O)N2CCCC2)C(F)(F)F)=O)C=C1 (rac.-N-[1-(5-chloro-1H-benzimidazol-2-yl)]ethyl-3-trifluoromethyl-4-(pyrrolidin-1-ylcarbonyl)benzamide). RXN SMILES: [F:1][C:2]([F:20])([F:19])[C:3]1[CH:4]=[C:5]([CH:9]=[CH:10][C:11]=1[C:12]([N:14]1[CH2:18][CH2:17][CH2:16][CH2:15]1)=[O:13])[C:6]([OH:8])=O.CN(C(ON1N=NC2C=CC=CC1=2)=[N+](C)C)C.[B-](F)(F)(F)F.C(N(C(C)C)CC)(C)C.[Cl:52][C:53]1[CH:64]=[CH:63][C:56]2[NH:57][C:58]([CH:60]([NH2:62])[CH3:61])=[N:59][C:55]=2[CH:54]=1.ClCl>O1CCCC1.C(Cl)Cl.C(O)C>[Cl:52][C:53]1[CH:64]=[CH:63][C:56]2[NH:57][C:58]([CH:60]([NH:62][C:6](=[O:8])[C:5]3[CH:9]=[CH:10][C:11]([C:12]([N:14]4[CH2:18][CH2:17][CH2:16][CH2:15]4)=[O:13])=[C:3]([C:2]([F:1])([F:20])[F:19])[CH:4]=3)[CH3:61])=[N:59][C:55]=2[CH:54]=1 |f:1.2,7.8|. Procedure details: Prepared analogously to Example 1g from 3-trifluoromethyl-4-(pyrrolidin-1-ylcarbonyl)benzoic acid, TBTU, diisopropylethylamine and rac.-1-(5-chloro-1H-benzimidazol-2-yl)ethylamine in tetrahydrofuran. Yield: quantitative; Rf value: 0.50 (silica gel; methylene chloride/ethanol=9:1); C22H20ClF3N4O2 (464.88); mass spectrum: (M−H)-=463/465 (chlorine isotope). Reactants: C(CCCCCCCCC)OC=1C=C(CCl)C=C(C1)OCCCCCCCCCC (3,5-Didecoxybenzyl chloride), [N-]=[N+]=[N-].[Na+] (Sodium azide). The solvent is CN(C)C=O (DMF), hexanes, CN(C)C=O (DMF). Reaction conditions: time 1 hour. Product: C(CCCCCCCCC)OC=1C=C(CN=[N+]=[N-])C=C(C1)OCCCCCCCCCC (3,5-didecoxybenzyl Azide). The yield is 93.1%. Reaction SMILES: [CH2:1]([O:11][C:12]1[CH:13]=[C:14]([CH:17]=[C:18]([O:20][CH2:21][CH2:22][CH2:23][CH2:24][CH2:25][CH2:26][CH2:27][CH2:28][CH2:29][CH3:30])[CH:19]=1)[CH2:15]Cl)[CH2:2][CH2:3][CH2:4][CH2:5][CH2:6][CH2:7][CH2:8][CH2:9][CH3:10].[N-:31]=[N+:32]=[N-:33].[Na+]>CN(C=O)C>[CH2:1]([O:11][C:12]1[CH:13]=[C:14]([CH:17]=[C:18]([O:20][CH2:21][CH2:22][CH2:23][CH2:24][CH2:25][CH2:26][CH2:27][CH2:28][CH2:29][CH3:30])[CH:19]=1)[CH2:15][N:31]=[N+:32]=[N-:33])[CH2:2][CH2:3][CH2:4][CH2:5][CH2:6][CH2:7][CH2:8][CH2:9][CH3:10] |f:1.2|. Reported procedure: 3,5-Didecoxybenzyl chloride (14.4 g, 32.8 mmol) was dissolved in DMF (50 mL) in a 250 mL RBF. Sodium azide (4.26 g, 65.6 mmol) and a magnetic stir bar were added to the RBF. The RBF was heated to just below boiling of the DMF using a heat gun. The reaction mixture was then stirred at room temperature until cool to the touch. Heating and cooling were repeated 3 times. Thin layer chromatography in hexanes showed the presence of a starting material. A heating mantel was used to gently heat the RBF.... Starting materials: BrCCn1cccc1, CC(C)(C)[O-], [I-], [K+], [K+], NC(=O)c1cc2c(nc1N)[nH]c1ccccc12, CN(C)C=O. The product is NC(=O)c1cc2c3ccccc3n(CCn3cccc3)c2nc1N. RXN SMILES: [Br:24][CH2:25][CH2:26][n:27]1[cH:28][cH:29][cH:30][cH:31]1.[CH3:18][C:19]([CH3:20])([O-:21])[CH3:22].[I-:33].[K+:23].[K+:32].[NH2:1][c:2]1[c:3]([C:15](=[O:16])[NH2:17])[cH:4][c:5]2[c:6]([nH:7][c:8]3[cH:9][cH:10][cH:11][cH:12][c:13]23)[n:14]1.[O:34]=[CH:35][N:36]([CH3:37])[CH3:38]>>[NH2:1][c:2]1[c:3]([C:15](=[O:16])[NH2:17])[cH:4][c:5]2[c:6]([n:7]([CH2:25][CH2:26][n:27]3[cH:28][cH:29][cH:30][cH:31]3)[c:8]3[cH:9][cH:10][cH:11][cH:12][c:13]23)[n:14]1. Reactants: CCNC(=O)Nc1ccc(-c2nc3c(c(N4CCOCC4CC)n2)CCNC3)cc1, CN(C)C=O, CCN(C(C)C)C(C)C, O=S(=O)(Cl)C(F)(F)F. Yields the product CCNC(=O)Nc1ccc(-c2nc3c(c(N4CCOCC4CC)n2)CCN(S(=O)(=O)C(F)(F)F)C3)cc1. RXN SMILES: [CH2:1]([CH3:2])[NH:3][C:4](=[O:5])[NH:6][c:7]1[cH:8][cH:9][c:10](-[c:13]2[n:14][c:15]([N:23]3[CH:24]([CH2:29][CH3:30])[CH2:25][O:26][CH2:27][CH2:28]3)[c:16]3[c:17]([n:18]2)[CH2:19][NH:20][CH2:21][CH2:22]3)[cH:11][cH:12]1.[CH3:31][N:32]([CH3:33])[CH:34]=[O:35].[CH:36]([N:37]([CH2:38][CH3:39])[CH:40]([CH3:41])[CH3:42])([CH3:43])[CH3:44].[F:45][C:46]([S:47](=[O:48])(=[O:49])[Cl:50])([F:51])[F:52]>>[CH2:1]([CH3:2])[NH:3][C:4](=[O:5])[NH:6][c:7]1[cH:8][cH:9][c:10](-[c:13]2[n:14][c:15]([N:23]3[CH:24]([CH2:29][CH3:30])[CH2:25][O:26][CH2:27][CH2:28]3)[c:16]3[c:17]([n:18]2)[CH2:19][N:20]([S:47]([C:46]([F:45])([F:51])[F:52])(=[O:48])=[O:49])[CH2:21][CH2:22]3)[cH:11][cH:12]1. Starting materials: COC1=CC=C(CN2N=C(C=3C2=NC=CC3OC3=CC=C(C=N3)N)C)C=C1 (6-(1-(4-methoxybenzyl)-3-methyl-1H-pyrazolo[3,4-b]pyridin-4-yloxy)pyridin-3-amine), FC1=CC=C(C=C1)N1N=CC=C(C1=O)C(=O)O (2-(4-fluorophenyl)-3-oxo-2,3-dihydropyridazine-4-carboxylic acid), CCN=C=NCCCN(C)C (EDCI), C(C)N(C(C)C)C(C)C (N-ethyl-N-isopropylpropan-2-amine). Run in CN(C)C=O (DMF), O (water). Run at time 18 hour. Product: FC1=CC=C(C=C1)N1N=CC=C(C1=O)C(=O)NC=1C=NC(=CC1)OC1=C2C(=NC=C1)N(N=C2C)CC2=CC=C(C=C2)OC (2-(4-fluorophenyl)-N-(6-(1-(4-methoxybenzyl)-3-methyl-1H-pyrazolo[3,4-b]pyridin-4-yloxy)pyridin-3-yl)-3-oxo-2,3-dihydropyridazine-4-carboxamide). Yield: 125.2%. As a reaction SMILES: [CH3:1][O:2][C:3]1[CH:27]=[CH:26][C:6]([CH2:7][N:8]2[C:12]3=[N:13][CH:14]=[CH:15][C:16]([O:17][C:18]4[N:23]=[CH:22][C:21]([NH2:24])=[CH:20][CH:19]=4)=[C:11]3[C:10]([CH3:25])=[N:9]2)=[CH:5][CH:4]=1.[F:28][C:29]1[CH:34]=[CH:33][C:32]([N:35]2[C:40](=[O:41])[C:39]([C:42](O)=[O:43])=[CH:38][CH:37]=[N:36]2)=[CH:31][CH:30]=1.CCN=C=NCCCN(C)C.C(N(C(C)C)C(C)C)C>O.CN(C=O)C>[F:28][C:29]1[CH:34]=[CH:33][C:32]([N:35]2[C:40](=[O:41])[C:39]([C:42]([NH:24][C:21]3[CH:22]=[N:23][C:18]([O:17][C:16]4[CH:15]=[CH:14][N:13]=[C:12]5[N:8]([CH2:7][C:6]6[CH:5]=[CH:4][C:3]([O:2][CH3:1])=[CH:27][CH:26]=6)[N:9]=[C:10]([CH3:25])[C:11]=45)=[CH:19][CH:20]=3)=[O:43])=[CH:38][CH:37]=[N:36]2)=[CH:31][CH:30]=1. Procedure details: A 25 mL round-bottomed flask was charged with 6-(1-(4-methoxybenzyl)-3-methyl-1H-pyrazolo[3,4-b]pyridin-4-yloxy)pyridin-3-amine (15 mg, 0.0415 mmol), 2-(4-fluorophenyl)-3-oxo-2,3-dihydropyridazine-4-carboxylic acid (24.3 mg, 0.104 mmol; prepared as in Example 19, Step C) HOBT-H2O (6.36 mg, 0.0415 mmol), EDCI (7.96 mg, 0.0415 mmol), N-ethyl-N-isopropylpropan-2-amine (5.36 mg, 0.0415 mmol) and DMF (3 mL). The reaction mixture was stirred at room temperature for 18 hours. Diluted with water (20 mL)...